This data is from the Open Reaction Database (ORD), a public repository of structured organic reaction records. The task is: describe an organic reaction: reactants, conditions, products, and yield Reactants: BrC1=CC=C(C=C1)C1=C(C(=NO1)C)C(CC=C)O (1-[5-(4-bromo-phenyl)-3-methyl-isoxazol-4-yl]-but-3-en-1-ol), IC1=CC=C(C=C1)OC1=CC=CC=C1 (1-iodo-4-phenoxy-benzene). Product: BrC1=CC=C(C=C1)C1=C(C(=NO1)C)C(C\C=C\C1=CC=C(C=C1)OC1=CC=CC=C1)O ((E)-1-[5-(4-Bromo-phenyl)-3-methyl-isoxazol-4-yl]-4-(4-phenoxy-phenyl)-but-3-en-1-ol). RXN SMILES: [Br:1][C:2]1[CH:7]=[CH:6][C:5]([C:8]2[O:12][N:11]=[C:10]([CH3:13])[C:9]=2[CH:14]([OH:18])[CH2:15][CH:16]=[CH2:17])=[CH:4][CH:3]=1.I[C:20]1[CH:25]=[CH:24][C:23]([O:26][C:27]2[CH:32]=[CH:31][CH:30]=[CH:29][CH:28]=2)=[CH:22][CH:21]=1>>[Br:1][C:2]1[CH:3]=[CH:4][C:5]([C:8]2[O:12][N:11]=[C:10]([CH3:13])[C:9]=2[CH:14]([OH:18])[CH2:15]/[CH:16]=[CH:17]/[C:30]2[CH:31]=[CH:32][C:27]([O:26][C:23]3[CH:24]=[CH:25][CH:20]=[CH:21][CH:22]=3)=[CH:28][CH:29]=2)=[CH:6][CH:7]=1. Reported procedure: Prepared according to the procedure described in Example 32, Step 2, using 1-[5-(4-bromo-phenyl)-3-methyl-isoxazol-4-yl]-but-3-en-1-ol and 1-iodo-4-phenoxy-benzene. The reactants are C(C1=CC=CC=C1)=NN(C1=CC=CC=C1)C=C(C(=O)OCC[Si](C)(C)C)C#N (2-(trimethylsilyl)ethyl 3-(N′-benzylidene-N-phenylhydrazino)-2-cyanoacrylate), Cl (HCl). The solvent is C(C)O (ethanol). Product: NC1=NN(C=C1C(=O)OCC[Si](C)(C)C)C1=CC=CC=C1 (2-(trimethylsilyl)ethyl 3-amino-1-phenylpyrazol-4-carboxylate). The yield is 46.8%. Reaction SMILES: C(=[N:8][N:9]([CH:16]=[C:17]([C:27]#[N:28])[C:18]([O:20][CH2:21][CH2:22][Si:23]([CH3:26])([CH3:25])[CH3:24])=[O:19])[C:10]1[CH:15]=[CH:14][CH:13]=[CH:12][CH:11]=1)C1C=CC=CC=1.Cl>C(O)C>[NH2:28][C:27]1[C:17]([C:18]([O:20][CH2:21][CH2:22][Si:23]([CH3:24])([CH3:25])[CH3:26])=[O:19])=[CH:16][N:9]([C:10]2[CH:11]=[CH:12][CH:13]=[CH:14][CH:15]=2)[N:8]=1. Procedure details: To a solution of 2-(trimethylsilyl)ethyl 3-(N′-benzylidene-N-phenylhydrazino)-2-cyanoacrylate (2.69 g, 6.87 mmol) in 10 mL ethanol was added, 2.1 mL conc. HCl solution and the mixture was heated under Nitrogen at reflux for 2 hrs. The ethanol was evaporated under reduced pressure. The residue was taken up in ethyl acetate and slowly treated with 30 mL cold 1N NaOH solution. The ethyl acetate layer was separated, washed with sat. brine, and dried over MgSO4. Evaporation of the solvent afforded 1.... The reactants are CS(C)=O, CSc1ncc(-c2nc(-c3ccc(OC(F)(F)F)cc3)n(C3CC3)c2C(=O)N2CCC(N3CCCC3)CC2)cn1, [Na+], [OH-]. Yields the product O=C(c1c(-c2cnc(O)nc2)nc(-c2ccc(OC(F)(F)F)cc2)n1C1CC1)N1CCC(N2CCCC2)CC1. RXN SMILES: [CH3:43][S:44]([CH3:45])=[O:46].[CH:1]1([n:4]2[c:5](-[c:30]3[cH:31][cH:32][c:33]([O:36][C:37]([F:38])([F:39])[F:40])[cH:34][cH:35]3)[n:6][c:7](-[c:22]3[cH:23][n:24][c:25]([S:28][CH3:29])[n:26][cH:27]3)[c:8]2[C:9](=[O:10])[N:11]2[CH2:12][CH2:13][CH:14]([N:17]3[CH2:18][CH2:19][CH2:20][CH2:21]3)[CH2:15][CH2:16]2)[CH2:2][CH2:3]1.[Na+:42].[OH-:41]>>[CH:1]1([n:4]2[c:5](-[c:30]3[cH:31][cH:32][c:33]([O:36][C:37]([F:38])([F:39])[F:40])[cH:34][cH:35]3)[n:6][c:7](-[c:22]3[cH:23][n:24][c:25]([OH:41])[n:26][cH:27]3)[c:8]2[C:9](=[O:10])[N:11]2[CH2:12][CH2:13][CH:14]([N:17]3[CH2:18][CH2:19][CH2:20][CH2:21]3)[CH2:15][CH2:16]2)[CH2:2][CH2:3]1. Starting materials: FC1=C(CSC2=NC(=CC(=N2)NS(=O)(=O)N2CCOCC2)O[C@H](C)[C@H]2OC(OC2)(C)C)C=CC=C1F (N-(2-[(2,3-difluorobenzyl)thio]-6-{(1R)-1-[(4S)-2,2-dimethyl-1,3-dioxolan-4-yl]ethoxy}pyrimidin-4-yl)morpholine-4-sulfonamide), C(=O)(C(F)(F)F)O (TFA). Run in CO (MeOH). Conditions: time 20 hour. Product: FC1=C(CSC2=NC(=CC(=N2)NS(=O)(=O)N2CCOCC2)O[C@@H]([C@H](CO)O)C)C=CC=C1F (N-(2-[(2,3-Difluorobenzyl)thio]-6-{[(1R,2S)-2,3-dihydroxy-1-methylpropyl]oxy}pyrimidin-4-yl)morpholine-4-sulfonamide). RXN SMILES: [F:1][C:2]1[C:35]([F:36])=[CH:34][CH:33]=[CH:32][C:3]=1[CH2:4][S:5][C:6]1[N:11]=[C:10]([NH:12][S:13]([N:16]2[CH2:21][CH2:20][O:19][CH2:18][CH2:17]2)(=[O:15])=[O:14])[CH:9]=[C:8]([O:22][C@@H:23]([C@@H:25]2[CH2:29][O:28]C(C)(C)[O:26]2)[CH3:24])[N:7]=1.C(O)(C(F)(F)F)=O>CO>[F:1][C:2]1[C:35]([F:36])=[CH:34][CH:33]=[CH:32][C:3]=1[CH2:4][S:5][C:6]1[N:11]=[C:10]([NH:12][S:13]([N:16]2[CH2:21][CH2:20][O:19][CH2:18][CH2:17]2)(=[O:15])=[O:14])[CH:9]=[C:8]([O:22][C@H:23]([CH3:24])[C@@H:25]([OH:26])[CH2:29][OH:28])[N:7]=1. Procedure: To a solution of N-(2-[(2,3-difluorobenzyl)thio]-6-{(1R)-1-[(4S)-2,2-dimethyl-1,3-dioxolan-4-yl]ethoxy}pyrimidin-4-yl)morpholine-4-sulfonamide (0.20 g) in MeOH (2 ml) was added TFA (0.4 ml) and the reaction was stirred at room temperature for 20 h. The mixture was evaporated, suspended in saturated sodium carbonate solution and then re-acidified to pH5 with glacial acetic acid with stirring. The resulting solid was collected, washed with H2O and dried to give the title compound as a white solid.... Starting materials: CC1=C(C(CC(C1(C)C)=O)(C)C)C(=O)OC (methyl 2,3,3,6,6-pentamethyl-4-oxocyclohex-1-enecarboxylate), [Li+].CC(C)[N-]C(C)C (LDA), CI (MeI), [Li]CCCC (BuLi), N(C(C)C)C(C)C (iPr2NH), [NH4+].[Cl-] (NH4Cl). Run in C1CCOC1 (THF), C1CCOC1 (THF). Conditions: temperature -78 celsius, time 30 minute. Product: CC1=C(C(C(C(C1(C)C)=O)C)(C)C)C(=O)OC (methyl 2,3,3,5,6,6-hexamethyl-4-oxocyclohex-1-enecarboxylate). The yield is 78.0%. RXN SMILES: [CH3:1][C:2]1[C:7]([CH3:9])([CH3:8])[C:6](=[O:10])[CH2:5][C:4]([CH3:12])([CH3:11])[C:3]=1[C:13]([O:15][CH3:16])=[O:14].[Li+].[CH3:18]C([N-]C(C)C)C.[Li]CCCC.N(C(C)C)C(C)C.CI.[NH4+].[Cl-]>C1COCC1>[CH3:1][C:2]1[C:7]([CH3:8])([CH3:9])[C:6](=[O:10])[CH:5]([CH3:18])[C:4]([CH3:11])([CH3:12])[C:3]=1[C:13]([O:15][CH3:16])=[O:14] |f:1.2,6.7|. Procedure details: A solution of (2a) (1.0 g, 4.38 mmol) in THF (5 ml) was slowly added to a solution of LDA (freshly prepared from 3.13 ml BuLi 1.54M and 0.71 ml of iPr2NH) in THF (5 ml). The solution was stirred at −78° C. for 30 min and then a MeI (0.41 ml) was added. The mixture was stirred at −78° C. for 30 minutes then slowly warmed at room temperature After 1 hour a saturated solution of NH4Cl was added and the mixture was extracted with pentane. The organic layer was washed with saturated NH4Cl solution, b...